This data is from the Open Reaction Database (ORD), a public repository of structured organic reaction records. The task is: describe an organic reaction: reactants, conditions, products, and yield The reactants are CC(C)Cn1c(CNC(=O)OC(C)(C)C)c(-c2ccc(Cl)cc2)c2cc(C=CC(=O)O)ccc2c1=O, CCN=C=NCCCN(C)C, CN(C)C=O, Cl, [NH4+], O, On1nnc2ccccc21. Product: CC(C)Cn1c(CNC(=O)OC(C)(C)C)c(-c2ccc(Cl)cc2)c2cc(C=CC(N)=O)ccc2c1=O. Reaction SMILES: [C:1]([CH3:2])([CH3:3])([CH3:4])[O:5][C:6](=[O:7])[NH:8][CH2:9][c:10]1[n:11]([CH2:33][CH:34]([CH3:35])[CH3:36])[c:12](=[O:32])[c:13]2[cH:14][cH:15][c:16]([CH:27]=[CH:28][C:29](=[O:30])[OH:31])[cH:17][c:18]2[c:19]1-[c:20]1[cH:21][cH:22][c:23]([Cl:26])[cH:24][cH:25]1.[CH2:38]([N:40]=[C:39]=[N:41][CH2:42][CH2:43][CH2:44][N:45]([CH3:46])[CH3:47])[CH3:48].[CH3:61][N:62]([CH3:63])[CH:64]=[O:65].[ClH:37].[NH4+:49].[OH2:60].[OH:50][n:51]1[c:52]2[cH:53][cH:54][cH:55][cH:56][c:57]2[n:58][n:59]1>>[C:1]([CH3:2])([CH3:3])([CH3:4])[O:5][C:6](=[O:7])[NH:8][CH2:9][c:10]1[n:11]([CH2:33][CH:34]([CH3:35])[CH3:36])[c:12](=[O:32])[c:13]2[cH:14][cH:15][c:16]([CH:27]=[CH:28][C:29](=[O:31])[NH2:40])[cH:17][c:18]2[c:19]1-[c:20]1[cH:21][cH:22][c:23]([Cl:26])[cH:24][cH:25]1. The reactants are C=Cc1cccc(OC)n1, CC(=O)O, CO, O=C(c1cc2cccc(N3CCNCC3)c2o1)N1CCC1. Yields the product COc1cccc(CCN2CCN(c3cccc4cc(C(=O)N5CCC5)oc34)CC2)n1. As a reaction SMILES: [CH3:22][O:23][c:24]1[n:25][c:26]([CH:30]=[CH2:31])[cH:27][cH:28][cH:29]1.[CH3:32][C:33](=[O:34])[OH:35].[CH3:36][OH:37].[N:1]1([C:5](=[O:6])[c:7]2[o:8][c:9]3[c:10]([cH:11]2)[cH:12][cH:13][cH:14][c:15]3[N:16]2[CH2:17][CH2:18][NH:19][CH2:20][CH2:21]2)[CH2:2][CH2:3][CH2:4]1>>[N:1]1([C:5](=[O:6])[c:7]2[o:8][c:9]3[c:10]([cH:11]2)[cH:12][cH:13][cH:14][c:15]3[N:16]2[CH2:17][CH2:18][N:19]([CH2:31][CH2:30][c:26]3[n:25][c:24]([O:23][CH3:22])[cH:29][cH:28][cH:27]3)[CH2:20][CH2:21]2)[CH2:2][CH2:3][CH2:4]1. Conditions: time 2 hour. Yields the product ClC=1C=C(C=CC1)[C@H]1C[C@@H](C(N([C@@H]1C1=CC=C(C=C1)Cl)[C@H](CCC#N)CC)=O)CC(=O)O (2-((3R,5R,6S)-5-(3-chlorophenyl)-6-(4-chlorophenyl)-1-((S)-1-cyanopentan-3-yl)-2-oxopiperidin-3-yl)acetic acid). The solvent is C(Cl)Cl (DCM). Reported procedure: To a solution of 57 mg (0.11 mmol) of tert-butyl 2-((3R,5R,6S)-5-(3-chlorophenyl)-6-(4-chlorophenyl)-1-((S)-1-cyanopentan-3-yl)-2-oxopiperidin-3-yl)acetate (Example 30, Step B) in DCM (359 μL) was added trifluoroacetic acid (415 μL, 5.38 mmol) at 0° C. After being stirred at 25 C. for 2 h, solvents were removed under reduced pressure and the residual TFA was removed by azeotroping with toluene under reduced pressure three times. Separation of the crude product by reversed phase HPLC (45 to 70% A... The reactants are ClC=1C=C(C=CC1)[C@H]1C[C@@H](C(N([C@@H]1C1=CC=C(C=C1)Cl)[C@H](CCC#N)CC)=O)CC(=O)OC(C)(C)C (tert-butyl 2-((3R,5R,6S)-5-(3-chlorophenyl)-6-(4-chlorophenyl)-1-((S)-1-cyanopentan-3-yl)-2-oxopiperidin-3-yl)acetate), FC(C(=O)O)(F)F (trifluoroacetic acid). Reaction SMILES: [Cl:1][C:2]1[CH:3]=[C:4]([C@@H:8]2[C@@H:13]([C:14]3[CH:19]=[CH:18][C:17]([Cl:20])=[CH:16][CH:15]=3)[N:12]([C@@H:21]([CH2:26][CH3:27])[CH2:22][CH2:23][C:24]#[N:25])[C:11](=[O:28])[C@@H:10]([CH2:29][C:30]([O:32]C(C)(C)C)=[O:31])[CH2:9]2)[CH:5]=[CH:6][CH:7]=1.FC(F)(F)C(O)=O>C(Cl)Cl>[Cl:1][C:2]1[CH:3]=[C:4]([C@@H:8]2[C@@H:13]([C:14]3[CH:19]=[CH:18][C:17]([Cl:20])=[CH:16][CH:15]=3)[N:12]([C@@H:21]([CH2:26][CH3:27])[CH2:22][CH2:23][C:24]#[N:25])[C:11](=[O:28])[C@@H:10]([CH2:29][C:30]([OH:32])=[O:31])[CH2:9]2)[CH:5]=[CH:6][CH:7]=1. Procedure details: The title compound was prepared by a similar process to that described for Intermediate 52 but using 3-bromobenzaldehyde in place of 3-iodobenzaldehyde. Solid (11 g, 28%); As a reaction SMILES: I[C:2]1[CH:3]=[C:4]([CH:8]([NH:19][CH:20]=[O:21])[S:9]([C:12]2[CH:17]=[CH:16][C:15]([CH3:18])=[CH:14][CH:13]=2)(=[O:11])=[O:10])[CH:5]=[CH:6][CH:7]=1.[Br:22]C1C=C(C=CC=1)C=O>>[Br:22][C:2]1[CH:3]=[C:4]([CH:8]([NH:19][CH:20]=[O:21])[S:9]([C:12]2[CH:17]=[CH:16][C:15]([CH3:18])=[CH:14][CH:13]=2)(=[O:11])=[O:10])[CH:5]=[CH:6][CH:7]=1. The reactants are IC=1C=C(C=CC1)C(S(=O)(=O)C1=CC=C(C=C1)C)NC=O ({(3-iodophenyl)[(4-methylphenyl)sulfonyl]methyl}formamide), BrC=1C=C(C=O)C=CC1 (3-bromobenzaldehyde), Solid. The product is BrC=1C=C(C=CC1)C(S(=O)(=O)C1=CC=C(C=C1)C)NC=O ({(3-Bromophenyl)[(4-methylphenyl)sulfonyl]methyl}formamide). Starting materials: O (water), N1CCC(CC1)N1CCCC2=CC=C(C=C12)OC (1-(4-piperidinyl)-7-methoxy-1,2,3,4-tetrahydroquinoline), COC1=CC=C(C=C1)CCBr (2-(4-methoxyphenyl)ethyl bromide), C(C)(C)N(CC)C(C)C (diisopropylethylamine). Run in CN(C)C=O (DMF). The product is COC1=CC=C(C=C1)CCN1CCC(CC1)N1CCCC2=CC=C(C=C12)OC (1-{1-[2-(4-methoxyphenyl)ethyl]piperidin-4-yl}-7-methoxy-1,2,3,4-tetrahydroquinoline). Reaction SMILES: [NH:1]1[CH2:6][CH2:5][CH:4]([N:7]2[C:16]3[C:11](=[CH:12][CH:13]=[C:14]([O:17][CH3:18])[CH:15]=3)[CH2:10][CH2:9][CH2:8]2)[CH2:3][CH2:2]1.[CH3:19][O:20][C:21]1[CH:26]=[CH:25][C:24]([CH2:27][CH2:28]Br)=[CH:23][CH:22]=1.C(N(C(C)C)CC)(C)C.O>CN(C=O)C>[CH3:19][O:20][C:21]1[CH:26]=[CH:25][C:24]([CH2:27][CH2:28][N:1]2[CH2:2][CH2:3][CH:4]([N:7]3[C:16]4[C:11](=[CH:12][CH:13]=[C:14]([O:17][CH3:18])[CH:15]=4)[CH2:10][CH2:9][CH2:8]3)[CH2:5][CH2:6]2)=[CH:23][CH:22]=1. Procedure details: A solution of 1-(4-piperidinyl)-7-methoxy-1,2,3,4-tetrahydroquinoline (250 mg), 2-(4-methoxyphenyl)ethyl bromide (260 mg) and diisopropylethylamine (270 mg) in DMF (5 ml) was heated at 60° C. for 12 hr under stirring. After the completion of the reaction, the reaction solution was cooled to room temperature and water was added thereto followed by extraction with ethyl acetate. The ethyl acetate layer was washed with brine and dried over magnesium sulfate. After evaporating the solvent, the resul... As a reaction SMILES: [OH:1][C:2]1[CH:9]=[C:8]([O:10][CH2:11][CH3:12])[CH:7]=[CH:6][C:3]=1[CH:4]=O.[C:13]1([C:19]2[N:23]=[C:22]([CH2:24][C:25](O)=[O:26])[O:21][N:20]=2)[CH:18]=[CH:17][CH:16]=[CH:15][CH:14]=1.N1CCCCC1>C(O)C>[CH2:11]([O:10][C:8]1[CH:9]=[C:2]2[C:3]([CH:4]=[C:24]([C:22]3[O:21][N:20]=[C:19]([C:13]4[CH:18]=[CH:17][CH:16]=[CH:15][CH:14]=4)[N:23]=3)[C:25](=[O:26])[O:1]2)=[CH:6][CH:7]=1)[CH3:12]. The product is C(C)OC1=CC=C2C=C(C(OC2=C1)=O)C1=NC(=NO1)C1=CC=CC=C1 (7-ethoxy-3-(3-phenyl 1,2,4-oxadiazol-5-yl) coumarin). Reactants: N1CCCCC1 (piperidine), OC1=C(C=O)C=CC(=C1)OCC (2-hydroxy-4-ethoxy benzaldehyde), ethyl ester, C1(=CC=CC=C1)C1=NOC(=N1)CC(=O)O (3-phenyl-1,2,4-oxadiazole-5-acetic acid). The solvent is C(C)O (ethanol). Procedure: 5 parts of 2-hydroxy-4-ethoxy benzaldehyde and 7 parts of the ethyl ester of 3-phenyl-1,2,4-oxadiazole-5-acetic acid are dissolved in 80 parts of ethanol, then 0.3 part of piperidine is added. The mixture is heated under reflux for one hour, then the precipitate obtained after cooling is filtered. 8 parts of 7-ethoxy-3-(3-phenyl 1,2,4-oxadiazol-5-yl) coumarin are obtained which melts at 229° C. after crystallization in dioxane. The reactants are COc1cc2c(Cl)ccnc2cc1OCc1ccccc1, C1CCCCC1, Nc1ccc(Cl)cc1F, Cl. The product is COc1cc2c(Nc3ccc(Cl)cc3F)ccnc2cc1OCc1ccccc1, Cl. RXN SMILES: [CH2:2]([c:3]1[cH:4][cH:5][cH:6][cH:7][cH:8]1)[O:9][c:10]1[c:11]([O:21][CH3:22])[cH:12][c:13]2[c:14]([Cl:20])[cH:15][cH:16][n:17][c:18]2[cH:19]1.[CH2:32]1[CH2:33][CH2:34][CH2:35][CH2:36][CH2:37]1.[Cl:23][c:24]1[cH:25][c:26]([F:31])[c:27]([NH2:28])[cH:29][cH:30]1.[ClH:1]>>[CH2:2]([c:3]1[cH:4][cH:5][cH:6][cH:7][cH:8]1)[O:9][c:10]1[c:11]([O:21][CH3:22])[cH:12][c:13]2[c:14]([NH:28][c:27]3[c:26]([F:31])[cH:25][c:24]([Cl:23])[cH:30][cH:29]3)[cH:15][cH:16][n:17][c:18]2[cH:19]1.[ClH:20]. The reactants are ClC=1C(=NC=NC1Cl)N (5,6-dichloropyrimidin-4-amine), NCC1CCN(CC1)C(=O)OC(C)(C)C (tert-butyl 4-(aminomethyl)piperidine-1-carboxylate), O(C1=CC=CC=C1)C1=CC=C(C=C1)B(O)O ((4-phenoxyphenyl)boronic acid), C(\C=C\C)(=O)O ((E)-but-2-enoic acid). The product is NC1=C(C(=NC=N1)NCC1CCN(CC1)C(\C=C\C)=O)C1=CC=C(C=C1)OC1=CC=CC=C1 ((E)-1-(4-(((6-amino-5-(4-phenoxyphenyl)pyrimidin-4-yl)amino)methyl)piperidin-1-yl)but-2-en-1-one). Reaction SMILES: Cl[C:2]1[C:3]([NH2:9])=[N:4][CH:5]=[N:6][C:7]=1Cl.[NH2:10][CH2:11][CH:12]1[CH2:17][CH2:16][N:15]([C:18]([O:20]C(C)(C)C)=O)[CH2:14][CH2:13]1.[O:25]([C:32]1[CH:37]=[CH:36][C:35](B(O)O)=[CH:34][CH:33]=1)[C:26]1[CH:31]=[CH:30][CH:29]=[CH:28][CH:27]=1.[C:41](O)(=O)/[CH:42]=[CH:43]/C>>[NH2:9][C:3]1[N:4]=[CH:5][N:6]=[C:7]([NH:10][CH2:11][CH:12]2[CH2:13][CH2:14][N:15]([C:18](=[O:20])/[CH:41]=[CH:42]/[CH3:43])[CH2:16][CH2:17]2)[C:2]=1[C:29]1[CH:30]=[CH:31][C:26]([O:25][C:32]2[CH:37]=[CH:36][CH:35]=[CH:34][CH:33]=2)=[CH:27][CH:28]=1. Reported procedure: (E)-1-(4-(((6-amino-5-(4-phenoxyphenyl)pyrimidin-4-yl)amino)methyl)piperidin-1-yl)but-2-en-1-one was prepared from 5,6-dichloropyrimidin-4-amine, tert-butyl 4-(aminomethyl)piperidine-1-carboxylate, (4-phenoxyphenyl)boronic acid, and (E)-but-2-enoic acid using methods B, C, D, and E. HPLC purity: 100%. MS: m/z=444 [M+H]+. 1H-NMR (DMSO-d6) □δ 8.27 (s, 1H), 7.38 (t, 2H), 7.21-6.88 (m, 10H), 6.60-6.52 (m, 1H), 6.40 (d, 1H), 4.27 (m, 1H), 3.96 (m, 1H), 3.16 (m, 3H), 2.87 (m, 1H), 1.75 (d, 4H), 1.53 (... Run at time 8 hour. The solvent is C(C)(=O)OCC (ethyl acetate). The reactants are C(C1=CC=CC=C1)OC(=O)C=1N=COC1CCNC([C@@H](N[C@@H](CCC1=CC=CC=C1)C(=O)OCC1=CC=CC=C1)CC1=CC=CC=C1)=O (4-benzyloxycarbonyl-5-(2-[N-((1S)-1-benzyloxycarbonyl-3-phenylpropyl)-(L)-phenylalanyl]aminoethyl)oxazole), CI (methyl iodide), C([O-])([O-])=O.[K+].[K+] (potassium carbonate), CN(P(N(C)C)(N(C)C)=O)C (hexamethylphosphoric triamide). The yield is 68.1%. Product: C(C1=CC=CC=C1)OC(=O)C=1N=COC1CCNC([C@@H](N(C)[C@@H](CCC1=CC=CC=C1)C(=O)OCC1=CC=CC=C1)CC1=CC=CC=C1)=O (4-benzyloxycarbonyl-5-(2-[N-((1S)-1-benzyloxycarbonyl-3-phenylpropyl)-N-methyl-(L)-phenylalanyl]aminoethyl}oxazole). Procedure details: A mixture of 2.6 g of the compound obtained in Example 1, 0.4 ml of methyl iodide, 0.83 g of potassium carbonate and 3 ml of hexamethylphosphoric triamide was stirred at room temperature overnight. Then, ethyl acetate was added to the mixture, and the insolubles were removed by filtration. The filtrate was washed and dried, and then the solvent was removed. The residue was purified by silica gel column chromatography (solvent: chloroform:ethyl acetate=95:5) to obtain 1.81 g (Yield: 68%) of 4-ben... As a reaction SMILES: [CH2:1]([O:8][C:9]([C:11]1[N:12]=[CH:13][O:14][C:15]=1[CH2:16][CH2:17][NH:18][C:19](=[O:48])[C@H:20]([CH2:41][C:42]1[CH:47]=[CH:46][CH:45]=[CH:44][CH:43]=1)[NH:21][C@H:22]([C:31]([O:33][CH2:34][C:35]1[CH:40]=[CH:39][CH:38]=[CH:37][CH:36]=1)=[O:32])[CH2:23][CH2:24][C:25]1[CH:30]=[CH:29][CH:28]=[CH:27][CH:26]=1)=[O:10])[C:2]1[CH:7]=[CH:6][CH:5]=[CH:4][CH:3]=1.CI.[C:51](=O)([O-])[O-].[K+].[K+].CN(C)P(=O)(N(C)C)N(C)C>C(OCC)(=O)C>[CH2:1]([O:8][C:9]([C:11]1[N:12]=[CH:13][O:14][C:15]=1[CH2:16][CH2:17][NH:18][C:19](=[O:48])[C@H:20]([CH2:41][C:42]1[CH:43]=[CH:44][CH:45]=[CH:46][CH:47]=1)[N:21]([C@H:22]([C:31]([O:33][CH2:34][C:35]1[CH:40]=[CH:39][CH:38]=[CH:37][CH:36]=1)=[O:32])[CH2:23][CH2:24][C:25]1[CH:26]=[CH:27][CH:28]=[CH:29][CH:30]=1)[CH3:51])=[O:10])[C:2]1[CH:7]=[CH:6][CH:5]=[CH:4][CH:3]=1 |f:2.3.4|. Reactants: [Cl-].[NH4+] (ammonium chloride), COCOC1=CC=C(C=C1)C(C1=C(NC2=CC=CC=C12)C(=O)N1CCN(CC1)C1=C(C=CC=C1)Cl)C1=CC=C(C=C1)OCOC (1-{3-{Bis[4-(methoxymethoxy)phenyl]methyl}indol-2-ylcarbonyl}-4-(2-chlorophenyl)piperazine), [H-].[Na+] (sodium hydride), Cl.CN(CCCl)C (2-dimethylaminoethylchloride hydrochloride). The solvent is O (water), CN(C=O)C (N,N-dimethylformamide). Conditions: temperature 0 celsius. Product: COCOC1=CC=C(C=C1)C(C1=C(N(C2=CC=CC=C12)CCN(C)C)C(=O)N1CCN(CC1)C1=C(C=CC=C1)Cl)C1=CC=C(C=C1)OCOC (1-{3-{Bis[4-(methoxymethoxy)phenyl]methyl}-1-(2-dimethylaminoethyl)indol-2-ylcarbonyl}-4-(2-chlorophenyl)-piperazine). Isolated yield 94.4%. As a reaction SMILES: [CH3:1][O:2][CH2:3][O:4][C:5]1[CH:10]=[CH:9][C:8]([CH:11]([C:36]2[CH:41]=[CH:40][C:39]([O:42][CH2:43][O:44][CH3:45])=[CH:38][CH:37]=2)[C:12]2[C:20]3[C:15](=[CH:16][CH:17]=[CH:18][CH:19]=3)[NH:14][C:13]=2[C:21]([N:23]2[CH2:28][CH2:27][N:26]([C:29]3[CH:34]=[CH:33][CH:32]=[CH:31][C:30]=3[Cl:35])[CH2:25][CH2:24]2)=[O:22])=[CH:7][CH:6]=1.[H-].[Na+].Cl.[CH3:49][N:50]([CH3:54])[CH2:51][CH2:52]Cl.[Cl-].[NH4+]>CN(C)C=O.O>[CH3:1][O:2][CH2:3][O:4][C:5]1[CH:6]=[CH:7][C:8]([CH:11]([C:36]2[CH:37]=[CH:38][C:39]([O:42][CH2:43][O:44][CH3:45])=[CH:40][CH:41]=2)[C:12]2[C:20]3[C:15](=[CH:16][CH:17]=[CH:18][CH:19]=3)[N:14]([CH2:52][CH2:51][N:50]([CH3:54])[CH3:49])[C:13]=2[C:21]([N:23]2[CH2:28][CH2:27][N:26]([C:29]3[CH:34]=[CH:33][CH:32]=[CH:31][C:30]=3[Cl:35])[CH2:25][CH2:24]2)=[O:22])=[CH:9][CH:10]=1 |f:1.2,3.4,5.6|. Procedure: To a solution of Compound 1 (2.0 g, 3.19 mmol) obtained in Example 1 in 30 ml of N,N-dimethylformamide was portionwise added sodium hydride (60% in oil, 270 mg, 6.71 mmol) with stirring at 0° C., and 2-dimethylaminoethylchloride hydrochloride (460 mg, 3.19 mmol) was added thereto, followed by heating to 80° C. and then stirring for one hour. A saturated aqueous solution of ammonium chloride was added to the reaction solution for neutralization, and water was added thereto followed by extraction ...